Dataset: the Open Reaction Database (ORD), a public repository of structured organic reaction records. Task: describe an organic reaction: reactants, conditions, products, and yield Starting materials: ClC1=CC=CC=2CCN(CCC21)C (6-chloro-3-methyl-2,3,4,5-tetrahydro-1H-3-benzazepine), N#CBr (cyanogen bromide). Solvent: C1(=CC=CC=C1)C (toluene), C1(=CC=CC=C1)C (toluene). The product is ClC1=CC=CC=2CCN(CCC21)C#N (6-chloro-3-cyano-2,3,4,5-tetrahydro-1H-3-benzazepine), hexane-ether. Reaction SMILES: [Cl:1][C:2]1[C:12]2[CH2:11][CH2:10][N:9]([CH3:13])[CH2:8][CH2:7][C:6]=2[CH:5]=[CH:4][CH:3]=1.[N:14]#CBr>C1(C)C=CC=CC=1>[Cl:1][C:2]1[C:12]2[CH2:11][CH2:10][N:9]([C:13]#[N:14])[CH2:8][CH2:7][C:6]=2[CH:5]=[CH:4][CH:3]=1. Procedure: A stirred solution of 1.2 g. of 6-chloro-3-methyl-2,3,4,5-tetrahydro-1H-3-benzazepine in 30 ml. of toluene was treated at 50° by dropwise addition with a solution of 0.7 g. cyanogen bromide in 25 ml. of toluene. Following the addition, the mixture was stirred and heated at 50° for one hour. A stream of nitrogen was passed over the surface of the solution during the reaction. The mixture was cooled, filtered and the filtrate concentrated in vacuo to yield 6-chloro-3-cyano-2,3,4,5-tetrahydro-1H-3-... Starting materials: BrC1=C(C=CC(=C1)F)C1N=C(NC(=C1C(=O)OCC)C)C1=C(C=C(C=C1F)F)F (Ethyl 4-(2-bromo-4-fluorophenyl)-6-methyl-2-(2,4,6-trifluorophenyl)-1,4-dihydropyrimidine-5-carboxylate), C1CC(=O)N(C1=O)Br (NBS). Yields the product BrC1=C(C=CC(=C1)F)C1N=C(NC(=C1C(=O)OCC)CBr)C1=C(C=C(C=C1F)F)F (Ethyl 4-(2-bromo-4-fluorophenyl)-6-(bromomethyl)-2-(2,4,6-trifluorophenyl)-1,4-dihydropyrimidine-5-carboxylate). Yield: 55.6%. As a reaction SMILES: [Br:1][C:2]1[CH:7]=[C:6]([F:8])[CH:5]=[CH:4][C:3]=1[CH:9]1[C:14]([C:15]([O:17][CH2:18][CH3:19])=[O:16])=[C:13]([CH3:20])[NH:12][C:11]([C:21]2[C:26]([F:27])=[CH:25][C:24]([F:28])=[CH:23][C:22]=2[F:29])=[N:10]1.C1C(=O)N([Br:37])C(=O)C1>>[Br:1][C:2]1[CH:7]=[C:6]([F:8])[CH:5]=[CH:4][C:3]=1[CH:9]1[C:14]([C:15]([O:17][CH2:18][CH3:19])=[O:16])=[C:13]([CH2:20][Br:37])[NH:12][C:11]([C:21]2[C:22]([F:29])=[CH:23][C:24]([F:28])=[CH:25][C:26]=2[F:27])=[N:10]1. Reported procedure: Ethyl 4-(2-bromo-4-fluorophenyl)-6-methyl-2-(2,4,6-trifluorophenyl)-1,4-dihydropyrimidine-5-carboxylate (6.31 g, 13.4 mmol) (The compound was synthesized according to the procedure as described in CN200610098646.3) was reacted with NBS (2.87 g, 16.1 mmol) according to the procedure as described in Example 1, Step B to give the title compound as a yellow solid (4.1 g, 55%). The compound was characterized by the following spectroscopic data: The reactants are NC=1C=C2C=3CC(CCC3NC2=CC1)N(C)C (6-amino-3-(dimethyl)amino-1,2,3,4-tetrahydro-9H-carbazole), C(#N)C1=CC=C(C(=O)O)C=C1 (4-cyanobenzoic acid). The product is C(#N)C1=CC=C(C(=O)NC=2C=C3C=4CC(CCC4NC3=CC2)N(C)C)C=C1 (6-(4-cyanobenzoyl)amino-3-(dimethyl)amino-1,2,3,4-tetrahydro-9H-carbazole). Isolated yield 46.7%. Reaction SMILES: [NH2:1][C:2]1[CH:3]=[C:4]2[C:12](=[CH:13][CH:14]=1)[NH:11][C:10]1[CH2:9][CH2:8][CH:7]([N:15]([CH3:17])[CH3:16])[CH2:6][C:5]2=1.[C:18]([C:20]1[CH:28]=[CH:27][C:23]([C:24](O)=[O:25])=[CH:22][CH:21]=1)#[N:19]>>[C:18]([C:20]1[CH:28]=[CH:27][C:23]([C:24]([NH:1][C:2]2[CH:3]=[C:4]3[C:12](=[CH:13][CH:14]=2)[NH:11][C:10]2[CH2:9][CH2:8][CH:7]([N:15]([CH3:17])[CH3:16])[CH2:6][C:5]3=2)=[O:25])=[CH:22][CH:21]=1)#[N:19]. Procedure details: Beginning with 9.2 mg (0.040 mMol) 6-amino-3-(dimethyl)amino-1,2,3,4-tetrahydro-9H-carbazole and 14.9 mg (0.101 mMol) 4-cyanobenzoic acid, 6.7 mg (47%) of the title compound were recovered as a beige solid. The reactants are FC1=C2C(=CN(C2=CC=C1)C(=O)OC(C)(C)C)CN1C(NC(C=2NC=NC12)=O)=S (tert-butyl 4-fluoro-3-[(6-oxo-2-thioxo-1,2,6,7-tetrahydro-3H-purin-3-yl)methyl]-1H-indole-1-carboxylate), C1=C(C=C(C(=C1I)OC2=CC(=C(C(=C2)I)O)I)I)C(=O)O (TFA 4), 1. The solvent is C(Cl)Cl (CH2Cl2). The product is FC1=C2C(=CNC2=CC=C1)CN1C(NC(C=2NC=NC12)=O)=S (3-[(4-fluoro-1H-indol-3-yl)methyl]-2-thioxo-1,2,3,7-tetrahydro-6H-purin-6-one). Isolated yield 42.3%. Reaction SMILES: [F:1][C:2]1[CH:10]=[CH:9][CH:8]=[C:7]2[C:3]=1[C:4]([CH2:18][N:19]1[C:27]3[N:26]=[CH:25][NH:24][C:23]=3[C:22](=[O:28])[NH:21][C:20]1=[S:29])=[CH:5][N:6]2C(OC(C)(C)C)=O.C1C(I)=C(OC2C=C(I)C(O)=C(I)C=2)C(I)=CC=1C(O)=O>C(Cl)Cl>[F:1][C:2]1[CH:10]=[CH:9][CH:8]=[C:7]2[C:3]=1[C:4]([CH2:18][N:19]1[C:27]3[N:26]=[CH:25][NH:24][C:23]=3[C:22](=[O:28])[NH:21][C:20]1=[S:29])=[CH:5][NH:6]2. Reported procedure: A solution of tert-butyl 4-fluoro-3-[(6-oxo-2-thioxo-1,2,6,7-tetrahydro-3H-purin-3-yl)methyl]-1H-indole-1-carboxylate (0.089 g, 0.21 mmol, obtained from Example 11(c)) in CH2Cl2:TFA 4:1 (1 mL) was stirred for 1 h 40 minutes and then evaporated. The crude product was purified by preparative HPLC, giving the title compound (0.028 g, 42%) as a solid. Reactants: Cl.ClCC1=NC=CC=C1 (2-(Chloromethyl)pyridine hydrochloride), C[O-].[Na+] (sodium methoxide). Run in CO (methanol). Yields the product COCC1=NC=CC=C1 (2-(methoxymethyl)pyridine). Reaction SMILES: Cl.Cl[CH2:3][C:4]1[CH:9]=[CH:8][CH:7]=[CH:6][N:5]=1.[CH3:10][O-:11].[Na+]>CO>[CH3:10][O:11][CH2:3][C:4]1[CH:9]=[CH:8][CH:7]=[CH:6][N:5]=1 |f:0.1,2.3|. Procedure: 2-(Chloromethyl)pyridine hydrochloride (16.3 g., 0.1 mole) is dissolved in 100 ml. of methanol. Freshly prepared sodium methoxide (5 g., 0.22 mole of sodium dissolved in 150 ml. of methanol) is added dropwise. The resulting mixture is heated at reflux for 18 hours, then filtered. The filtrate is concentrated. Water and ether are added, the aqueous phase is extracted with ether and the combined ethereal phases are washed with water and saturated aqueous sodium chloride, then dried over magnesium ... The reactants are [Si](C)(C)(C(C)(C)C)OC1=C2C(OCC2=C(C(=C1C/C=C(/C(CC(=O)OCC)CCCBr)\C)OC)C)=O (ethyl (E) 6-(4-tert-butyldimethylsilyloxy -1,3-dihydro-6-methoxy-7-methyl-3-oxoisobenzofuran-5-yl) -3-(3-bromopropyl)-4-methylhex-4-enoate), O.O.O.[F-].C(CCC)[N+](CCCC)(CCCC)CCCC (tetrabutylammonium fluoride trihydrate). The solvent is C1CCOC1 (THF), CCOCC (ether), C1CCOC1 (THF). Run at temperature 0 celsius, time 15 minute. The product is OC1=C2C(OCC2=C(C(=C1C/C=C(/C(CC(=O)OCC)CCCBr)\C)OC)C)=O (ethyl (E) 6-(1,3-dihydro-4-hydroxy-6-methoxy-7-methyl -3-oxoisobenzofuran -5-yl)-3-(3-bromopropyl)-4-methylhex -4-enoate). The yield is 62.2%. RXN SMILES: [Si]([O:8][C:9]1[C:17]([CH2:18]/[CH:19]=[C:20](\[CH3:32])/[CH:21]([CH2:28][CH2:29][CH2:30][Br:31])[CH2:22][C:23]([O:25][CH2:26][CH3:27])=[O:24])=[C:16]([O:33][CH3:34])[C:15]([CH3:35])=[C:14]2[C:10]=1[C:11](=[O:36])[O:12][CH2:13]2)(C(C)(C)C)(C)C.O.O.O.[F-].C([N+](CCCC)(CCCC)CCCC)CCC>C1COCC1.CCOCC>[OH:8][C:9]1[C:17]([CH2:18]/[CH:19]=[C:20](\[CH3:32])/[CH:21]([CH2:28][CH2:29][CH2:30][Br:31])[CH2:22][C:23]([O:25][CH2:26][CH3:27])=[O:24])=[C:16]([O:33][CH3:34])[C:15]([CH3:35])=[C:14]2[C:10]=1[C:11](=[O:36])[O:12][CH2:13]2 |f:1.2.3.4.5|. Procedure: A solution of of ethyl (E) 6-(4-tert-butyldimethylsilyloxy -1,3-dihydro-6-methoxy-7-methyl-3-oxoisobenzofuran-5-yl) -3-(3-bromopropyl)-4-methylhex-4-enoate (1.62 g) was dissolved in THF (25 ml), cooled to 0° C., and a solution of tetrabutylammonium fluoride trihydrate (919 mg) in THF (5 ml) was added. The reaction was stirred for 15 min, diluted with ether, washed water (2×), brine, and dried. The solvent was evaporated, and the resulting oil chromatographed on silica gel (15%-20% ethyl acetate ... Reactants: CC(C)(O)c1ccc(Br)nc1, O=C([O-])[O-], CCC(C)(C)O, [K+], [K+], CC(C)(O)c1ccc(-c2nc(C(N)=O)c(N)s2)cc1, O=C(C=Cc1ccccc1)C=Cc1ccccc1, O=C(C=Cc1ccccc1)C=Cc1ccccc1, O=C(C=Cc1ccccc1)C=Cc1ccccc1, [Pd], [Pd]. Product: CC(C)(O)c1ccc(-c2nc(C(N)=O)c(Nc3ccc(C(C)(C)O)cn3)s2)cc1. Reaction SMILES: [Br:20][c:21]1[cH:22][cH:23][c:24]([C:27]([CH3:28])([CH3:29])[OH:30])[cH:25][n:26]1.[C:31](=[O:32])([O-:33])[O-:34].[C:37]([OH:38])([CH2:39][CH3:40])([CH3:41])[CH3:42].[K+:35].[K+:36].[NH2:1][c:2]1[c:3]([C:17](=[O:18])[NH2:19])[n:4][c:5](-[c:7]2[cH:8][cH:9][c:10]([C:13]([CH3:14])([CH3:15])[OH:16])[cH:11][cH:12]2)[s:6]1.[O:45]=[C:46]([CH:47]=[CH:48][c:49]1[cH:50][cH:51][cH:52][cH:53][cH:54]1)[CH:55]=[CH:56][c:57]1[cH:58][cH:59][cH:60][cH:61][cH:62]1.[O:63]=[C:64]([CH:65]=[CH:66][c:67]1[cH:68][cH:69][cH:70][cH:71][cH:72]1)[CH:73]=[CH:74][c:75]1[cH:76][cH:77][cH:78][cH:79][cH:80]1.[O:81]=[C:82]([CH:83]=[CH:84][c:85]1[cH:86][cH:87][cH:88][cH:89][cH:90]1)[CH:91]=[CH:92][c:93]1[cH:94][cH:95][cH:96][cH:97][cH:98]1.[Pd:43].[Pd:44]>>[NH:1]([c:2]1[c:3]([C:17](=[O:18])[NH2:19])[n:4][c:5](-[c:7]2[cH:8][cH:9][c:10]([C:13]([CH3:14])([CH3:15])[OH:16])[cH:11][cH:12]2)[s:6]1)[c:21]1[cH:22][cH:23][c:24]([C:27]([CH3:28])([CH3:29])[OH:30])[cH:25][n:26]1.